describe an organic reaction: reactants, conditions, products, and yield From a dataset of the Open Reaction Database (ORD), a public repository of structured organic reaction records. Starting materials: NCC12CC3CC(CC(C3)C1)C2, CCN=C=NCCCN(C)C, CN(C)c1ccncc1, O=C(O)c1cc(Cl)ccc1Cl, ClCCl, Cl. Yields the product O=C(NCC12CC3CC(CC(C3)C1)C2)c1cc(Cl)ccc1Cl. Reaction SMILES: [C:12]12([CH2:22][NH2:23])[CH2:13][CH:14]3[CH2:15][CH:16]([CH2:17][CH:18]([CH2:19]1)[CH2:20]3)[CH2:21]2.[CH3:25][N:26]([CH3:27])[CH2:28][CH2:29][CH2:30][N:31]=[C:32]=[N:33][CH2:34][CH3:35].[CH3:36][N:37]([CH3:38])[c:39]1[cH:40][cH:41][n:42][cH:43][cH:44]1.[Cl:1][c:2]1[c:3]([C:4](=[O:5])[OH:6])[cH:7][c:8]([Cl:11])[cH:9][cH:10]1.[Cl:45][CH2:46][Cl:47].[ClH:24]>>[Cl:1][c:2]1[c:3]([C:4](=[O:6])[NH:23][CH2:22][C:12]23[CH2:13][CH:14]4[CH2:15][CH:16]([CH2:17][CH:18]([CH2:19]2)[CH2:20]4)[CH2:21]3)[cH:7][c:8]([Cl:11])[cH:9][cH:10]1. Starting materials: FC1=CC2=C(C(=NO2)C2CCN(CC2)CCN2CC3=CC=CC=C3C2O)C=C1 (2-[2-[4-(6-fluoro-1,2-benzisoxazol-3-yl)-1-piperidinyl]ethyl]-2,3-dihydro-3-hydroxy-1H-isoindol), FC(C(=O)O)(F)F (trifluoroacetic acid), C(=O)(O)[O-].[Na+] (NaHCO3), C(C)[SiH](CC)CC (Triethylsilane). Run in ClCCl (dichloromethane). Run at time 18 hour. The product is FC1=CC2=C(C(=NO2)C2CCN(CC2)CCN2C(C3=CC=CC=C3C2)=O)C=C1 (2,3-dihydro-2-[2-[4-(6-Fluoro-1,2-benzisoxazol-3-yl)-1-piperidinyl]ethyl]-1H-isoindol-1-one). The yield is 79.0%. Reaction SMILES: [F:1][C:2]1[CH:28]=[CH:27][C:5]2[C:6]([CH:9]3[CH2:14][CH2:13][N:12]([CH2:15][CH2:16][N:17]4[CH:25]([OH:26])[C:24]5[C:19](=[CH:20][CH:21]=[CH:22][CH:23]=5)[CH2:18]4)[CH2:11][CH2:10]3)=[N:7][O:8][C:4]=2[CH:3]=1.FC(F)(F)C(O)=O.C([SiH](CC)CC)C.C([O-])(O)=O.[Na+]>ClCCl>[F:1][C:2]1[CH:28]=[CH:27][C:5]2[C:6]([CH:9]3[CH2:14][CH2:13][N:12]([CH2:15][CH2:16][N:17]4[CH2:18][C:19]5[C:24](=[CH:23][CH:22]=[CH:21][CH:20]=5)[C:25]4=[O:26])[CH2:11][CH2:10]3)=[N:7][O:8][C:4]=2[CH:3]=1 |f:3.4|. Procedure: To 2-[2-[4-(6-fluoro-1,2-benzisoxazol-3-yl)-1-piperidinyl]ethyl]-2,3-dihydro-3-hydroxy-1H-isoindol! -1-one (2.2 g, 5.6 mmol) was added a solution of trifluoroacetic acid (11.0 ml) in dichloromethane (30 ml) at room temperature, under nitrogen. Triethylsilane (1.5 ml) was then added and the reaction mixture was allowed to stir for 18 hours at which time it was poured into a NaHCO3 (sat.). The layers were separated and the aqueous phase was extracted with DCM (3×). The combined organics were washe...